This data is from the Open Reaction Database (ORD), a public repository of structured organic reaction records. The task is: describe an organic reaction: reactants, conditions, products, and yield Starting materials: ice water, C(C)(C)(C)C=1N=C(SC1)C=1OC2=C(C1)C=C(C=C2)CC=2SC=C(N2)CC#N (4-tert-butyl-2-{5-{[4-(cyanomethyl)thiazol-2-yl]methyl}benzofuran-2-yl}thiazole), [N-]=[N+]=[N-].[Na+] (sodium azide), [Cl-].[NH4+] (ammonium chloride). Run in CN(C=O)C (N,N-dimethylformamide). Conditions: temperature 120 celsius, time 3 day. Product: C(C)(C)(C)C=1N=C(SC1)C=1OC2=C(C1)C=C(C=C2)CC=2SC=C(N2)CC2=NN=NN2 (5-{2-{[2-(4-tert-butylthiazol-2-yl)benzofuran-5-yl]methyl}thiazol-4-ylmethyl}-1H-tetrazole). The yield is 56.9%. RXN SMILES: [C:1]([C:5]1[N:6]=[C:7]([C:10]2[O:11][C:12]3[CH:18]=[CH:17][C:16]([CH2:19][C:20]4[S:21][CH:22]=[C:23]([CH2:25][C:26]#[N:27])[N:24]=4)=[CH:15][C:13]=3[CH:14]=2)[S:8][CH:9]=1)([CH3:4])([CH3:3])[CH3:2].[N-:28]=[N+:29]=[N-:30].[Na+].[Cl-].[NH4+]>CN(C)C=O>[C:1]([C:5]1[N:6]=[C:7]([C:10]2[O:11][C:12]3[CH:18]=[CH:17][C:16]([CH2:19][C:20]4[S:21][CH:22]=[C:23]([CH2:25][C:26]5[NH:30][N:29]=[N:28][N:27]=5)[N:24]=4)=[CH:15][C:13]=3[CH:14]=2)[S:8][CH:9]=1)([CH3:4])([CH3:2])[CH3:3] |f:1.2,3.4|. Procedure: A mixture of 4-tert-butyl-2-{5-{[4-(cyanomethyl)thiazol-2-yl]methyl}benzofuran-2-yl}thiazole (0.19 g), sodium azide (0.43 g) and ammonium chloride (0.36 g) in N,N-dimethylformamide (3 ml) was stirred at 120° C. for 3 days. After being cooled, the mixture was poured into ice-water and extracted with ethyl acetate. The organic layer was washed with brine, dried over magnesium sulfate, and concentrated under reduced pressure to give a syrup. The syrup was subjected to column chromatography on silic... Reactants: hydrochloride salt, 9, compound 5, C(C)(=O)OC(C)=O (Acetic anhydride), Ugi-Armstrong-amides, CC(C[C@H](CC1=CC=CC=C1)N)C(=O)O (tubuphenylalanine), CC(N=C=NC(C)C)C (DIC), CO (MeOH). Solvent: solution, Cl (HCl), O1CCOCC1 (dioxane). Conditions: temperature 0 celsius, time 1 hour. Product: N[C@@H]([C@@H](C)CC)C(=O)O (Ile-OH). RXN SMILES: [CH3:1][CH:2](C(O)=O)[CH2:3][C@@H:4](N)CC1C=CC=CC=1.CC(C)[N:18]=C=NC(C)C.CO.C([O:30][C:31](=[O:33])[CH3:32])(=O)C>Cl.O1CCOCC1>[NH2:18][C@H:32]([C:31]([OH:30])=[O:33])[C@H:2]([CH2:3][CH3:4])[CH3:1]. Reported procedure: The acid obtained above was coupled with the hydrochloride salt of tubuphenylalanine (Tup) methyl ester (22.5 mg, 0.09 mmol) following the DIC/PFP protocol in a similar way as described for the synthesis of compound 5 to give after reverse phase HPLC purification the peptoid 9 (8.0 mg, 9.8 μmol). HRMS calculated for C44H67N6O7S [M+H]+: 823.4795. found: 823.4789. Subsequently, the obtained oil was dissolved in a commercially available 4 N solution of HCl in dioxane (2 mL) and the mixture was stir... Starting materials: Cl (hydrogen chloride), Cl.FC(C=1C=C(OC(C(=O)OCCNC(C)=O)=NC2=CC=C(C=C2)Cl)C=CC1)(F)F (2-acetamidoethyl (3-trifluoromethylphenoxy)(4-chlorophenyl)iminoacetate hydrochloride), FC(C=1C=C(OC(C#N)C2=CC=C(C=C2)Cl)C=CC1)(F)F ((3-Trifluoromethylphenoxy)(4-chlorophenyl)acetonitrile), C(C)(=O)NCCO (2-acetamidoethanol). Run in C(Cl)Cl (methylene chloride), CN(C=O)C (dimethylformamide), O (water). Reaction conditions: time 5 hour. Product: FC(C=1C=C(OC(C(=O)OCCNC(C)=O)C2=CC=C(C=C2)Cl)C=CC1)(F)F (2-acetamidoethyl (3-trifluoromethylphenoxy)(4-chlorophenyl)acetate). Isolated yield 25.0%. Reaction SMILES: FC(F)(F)C1C=C(C=CC=1)OC([C:10]1[CH:15]=[CH:14][C:13]([Cl:16])=[CH:12][CH:11]=1)C#N.C(NCCO)(=O)C.Cl.Cl.[F:31][C:32]([F:59])([F:58])[C:33]1[CH:34]=[C:35]([CH:55]=[CH:56][CH:57]=1)[O:36][C:37](=NC1C=CC(Cl)=CC=1)[C:38]([O:40][CH2:41][CH2:42][NH:43][C:44](=[O:46])[CH3:45])=[O:39]>CN(C)C=O.O.C(Cl)Cl>[F:59][C:32]([F:31])([F:58])[C:33]1[CH:34]=[C:35]([CH:55]=[CH:56][CH:57]=1)[O:36][CH:37]([C:10]1[CH:15]=[CH:14][C:13]([Cl:16])=[CH:12][CH:11]=1)[C:38]([O:40][CH2:41][CH2:42][NH:43][C:44](=[O:46])[CH3:45])=[O:39] |f:3.4|. Procedure: (3-Trifluoromethylphenoxy)(4-chlorophenyl)acetonitrile is added to a solution of 2-acetamidoethanol (20.6 g., 0.2 mole) in anhydrous dimethylformamide (25 ml.). The reaction mixture is cooled to -10°C. and saturated with hydrogen chloride (50 g., 1.37 mole) and stirred for 5 hours at -10° to 0°C. To this reaction mixture containing 2-acetamidoethyl (3-trifluoromethylphenoxy)(4-chlorophenyl)iminoacetate hydrochloride is added methylene chloride (200 ml.) and then water (100 ml.). The organic laye... Reactants: OCCCBr, O=C([O-])[O-], CCCCO, O=C(c1ccc(F)cc1)C1CCNCC1, [K+], [K+]. Yields the product O=C(c1ccc(F)cc1)C1CCN(CCCO)CC1. As a reaction SMILES: [Br:16][CH2:17][CH2:18][CH2:19][OH:20].[C:21](=[O:22])([O-:23])[O-:24].[CH2:27]([OH:28])[CH2:29][CH2:30][CH3:31].[F:1][c:2]1[cH:3][cH:4][c:5]([C:6](=[O:7])[CH:8]2[CH2:9][CH2:10][NH:11][CH2:12][CH2:13]2)[cH:14][cH:15]1.[K+:25].[K+:26]>>[F:1][c:2]1[cH:3][cH:4][c:5]([C:6](=[O:7])[CH:8]2[CH2:9][CH2:10][N:11]([CH2:17][CH2:18][CH2:19][OH:20])[CH2:12][CH2:13]2)[cH:14][cH:15]1. Starting materials: BrCC1=C(C(=CC=C1)Cl)I (1-(bromomethyl)-3-chloro-2-iodobenzene), [C-]#N.[K+] (potassium cyanide). Solvent: CCO (EtOH), O (water). Yields the product ClC=1C(=C(C=CC1)CC#N)I (2-(3-chloro-2-iodophenyl)acetonitrile). Isolated yield 54.9%. RXN SMILES: Br[CH2:2][C:3]1[CH:8]=[CH:7][CH:6]=[C:5]([Cl:9])[C:4]=1[I:10].[C-:11]#[N:12].[K+]>CCO.O>[Cl:9][C:5]1[C:4]([I:10])=[C:3]([CH2:2][C:11]#[N:12])[CH:8]=[CH:7][CH:6]=1 |f:1.2|. Procedure details: A mixture of 1-(bromomethyl)-3-chloro-2-iodobenzene (7 g, 21 mmol) in 100 mL EtOH was treated with a solution of potassium cyanide (2 mL, 42 mmol) in 20 mL water. The mixture was refluxed for 2.5 hours. The mixture was cooled to room temperature and concentrated. The residue was diluted with 200 mL EtOAc, washed with water (2×50 mL), saturated NaCl (50 mL), dried over anhydrous sodium sulfate and concentrated. The crude product was purified by column chromatography (20% EtOAc/hexane) to give 3.2... The reactants are CC#N, CO, CC1(C)OCC=CCO1, [Na+], [OH-], OO. Yields the product CC1(C)OCC2OC2CO1. As a reaction SMILES: [CH3:10][C:11]#[N:12].[CH3:17][OH:18].[CH3:1][C:2]1([CH3:9])[O:3][CH2:4][CH:5]=[CH:6][CH2:7][O:8]1.[Na+:16].[OH-:15].[OH:13][OH:14]>>[CH3:1][C:2]1([CH3:9])[O:3][CH2:4][CH:5]2[CH:6]([CH2:7][O:8]1)[O:13]2. Starting materials: C1CCOC1, NC(=O)Cc1nccc(C(F)(F)F)n1, [H-], S=C=Nc1ccc(OCCn2ccnc2)cc1, [Na+], O. The product is NC(=O)C(C(=S)Nc1ccc(OCCn2ccnc2)cc1)c1nccc(C(F)(F)F)n1. As a reaction SMILES: [CH2:35]1[O:36][CH2:37][CH2:38][CH2:39]1.[F:3][C:4]([c:5]1[n:6][c:7]([CH2:11][C:12](=[O:13])[NH2:14])[n:8][cH:9][cH:10]1)([F:15])[F:16].[H-:1].[N:17](=[C:18]=[S:19])[c:20]1[cH:21][cH:22][c:23]([O:24][CH2:25][CH2:26][n:27]2[cH:28][n:29][cH:30][cH:31]2)[cH:32][cH:33]1.[Na+:2].[OH2:34]>>[F:3][C:4]([c:5]1[n:6][c:7]([CH:11]([C:12](=[O:13])[NH2:14])[C:18]([NH:17][c:20]2[cH:21][cH:22][c:23]([O:24][CH2:25][CH2:26][n:27]3[cH:28][n:29][cH:30][cH:31]3)[cH:32][cH:33]2)=[S:19])[n:8][cH:9][cH:10]1)([F:15])[F:16].